This data is from the Open Reaction Database (ORD), a public repository of structured organic reaction records. The task is: describe an organic reaction: reactants, conditions, products, and yield Solvent: C(Cl)Cl (DCM). The product is COC(=O)[C@@H]1[C@H](C[C@H](C1)S(=O)(=O)C1=C(C=C(C=C1)N1N=NC(=C1)COC)C(F)(F)F)OC ((1S,2S,4S)-2-Methoxy-4-[4-(4-methoxymethyl-[1,2,3]triazol-1-yl)-2-trifluoromethyl-benzenesulfonyl]-cyclopentanecarboxylic acid methyl ester). As a reaction SMILES: [CH3:1][O:2][C:3]([C@H:5]1[CH2:9][C@H:8]([S:10]([C:13]2[CH:18]=[CH:17][C:16]([N:19]=[N+:20]=[N-:21])=[CH:15][C:14]=2[C:22]([F:25])([F:24])[F:23])(=[O:12])=[O:11])[CH2:7][C@@H:6]1[O:26][CH3:27])=[O:4].[CH2:28]([O:31][CH3:32])[C:29]#[CH:30]>C(Cl)Cl.[Cu]I>[CH3:1][O:2][C:3]([C@H:5]1[CH2:9][C@H:8]([S:10]([C:13]2[CH:18]=[CH:17][C:16]([N:19]3[CH:30]=[C:29]([CH2:28][O:31][CH3:32])[N:21]=[N:20]3)=[CH:15][C:14]=2[C:22]([F:23])([F:24])[F:25])(=[O:12])=[O:11])[CH2:7][C@@H:6]1[O:26][CH3:27])=[O:4]. The reactants are COC(=O)[C@@H]1[C@H](C[C@H](C1)S(=O)(=O)C1=C(C=C(C=C1)N=[N+]=[N-])C(F)(F)F)OC ((1S,2S,4S)-4-(4-azido-2-trifluoromethyl-benzenesulfonyl)-2-methoxy-cyclopentanecarboxylic acid methyl ester), C(C#C)OC (methyl propargyl ether). The yield is 53.0%. Reagents/catalysts: [Cu]I (CuI). Procedure details: To a solution of (1R,2R,4R) and (1S,2S,4S)-4-(4-azido-2-trifluoromethyl-benzenesulfonyl)-2-methoxy-cyclopentanecarboxylic acid methyl ester (100 mg, 0.245 mmol) in DCM (5 ml) was added methyl propargyl ether (26 mg, 0.371 mmol) and CuI (20 mg, immobilized on Amberlyst A-21, loading 1.2 mmol CuI/g, prepared according to Org. Letters 2006, 8, 1689) and the mixture was placed on a shaker over night. The mixture was then filtered and concentrated and the remaining oil was purified by silica gel chro... Starting materials: ( 100 ), C=CC=C (butadiene), 153, C(\C=C\C(=O)OCC)(=O)OCC (diethyl fumarate). The solvent is C1=CC=CC=C1 (benzene). Run at temperature 50 celsius. The product is C([C@H]1[C@H](C(=O)OCC)CC=CC1)(=O)OCC (trans-Diethyl 1,2,3,6-Tetrahydrophthalate). RXN SMILES: [CH2:1]=[CH:2][CH:3]=[CH2:4].[C:5]([O:14][CH2:15][CH3:16])(=[O:13])/[CH:6]=[CH:7]/[C:8]([O:10][CH2:11][CH3:12])=[O:9]>C1C=CC=CC=1>[C:8]([O:10][CH2:11][CH3:12])(=[O:9])[C@@H:7]1[CH2:4][CH:3]=[CH:2][CH2:1][C@H:6]1[C:5]([O:14][CH2:15][CH3:16])=[O:13]. Procedure: One hundred (100) parts by weight of a butadiene is dissolved into a solution of 153 parts of diethyl fumarate in 650 parts of benzene at 0° C. The reaction solution is then heated in a bomb at 50° C. for 24 hours. The solvent is removed by a distillation and the liquid crude product is purified by a fractional distillation under vacuum (b.p.: 102-105° C. at 2 mm);